From a dataset of the Open Reaction Database (ORD), a public repository of structured organic reaction records. describe an organic reaction: reactants, conditions, products, and yield Starting materials: Oc1ccc(-c2ccc(OCc3ccccc3)cc2)cc1, CCC(C)CC(=O)O, C(=NC1CCCCC1)=NC1CCCCC1, ClCCl. Product: CCC(C)CC(=O)Oc1ccc(-c2ccc(OCc3ccccc3)cc2)cc1. As a reaction SMILES: [CH2:1]([c:2]1[cH:3][cH:4][cH:5][cH:6][cH:7]1)[O:8][c:9]1[cH:10][cH:11][c:12](-[c:15]2[cH:16][cH:17][c:18]([OH:21])[cH:19][cH:20]2)[cH:13][cH:14]1.[CH3:22][CH:23]([CH2:24][C:25](=[O:26])[OH:27])[CH2:28][CH3:29].[CH:30]1([N:31]=[C:32]=[N:33][CH:34]2[CH2:35][CH2:36][CH2:37][CH2:38][CH2:39]2)[CH2:40][CH2:41][CH2:42][CH2:43][CH2:44]1.[Cl:45][CH2:46][Cl:47]>>[CH2:1]([c:2]1[cH:3][cH:4][cH:5][cH:6][cH:7]1)[O:8][c:9]1[cH:10][cH:11][c:12](-[c:15]2[cH:16][cH:17][c:18]([O:21][C:25]([CH2:24][CH:23]([CH3:22])[CH2:28][CH3:29])=[O:26])[cH:19][cH:20]2)[cH:13][cH:14]1. Reactants: C(C1=CC=CC=C1)NC1=NC(=CC(=C1)NC(=O)C1=CC=C(C=C1)OCC1=CC=CC=C1)Cl (4-[(2-benzylamino-6-chloro-4-pyridyl)aminocarbonyl]-1-benzyloxy-benzene). Solvent: C(Cl)Cl.CO (methylene chloride methanol). Yields the product C(C1=CC=CC=C1)NC1=NC=CC(=C1)NC(=O)C1=CC=C(C=C1)O (4-[(2-benzylamino-4-pyridyl)aminocarbonyl]phenol). Reaction SMILES: [CH2:1]([NH:8][C:9]1[CH:14]=[C:13]([NH:15][C:16]([C:18]2[CH:23]=[CH:22][C:21]([O:24]CC3C=CC=CC=3)=[CH:20][CH:19]=2)=[O:17])[CH:12]=[C:11](Cl)[N:10]=1)[C:2]1[CH:7]=[CH:6][CH:5]=[CH:4][CH:3]=1>C(Cl)Cl.CO>[CH2:1]([NH:8][C:9]1[CH:14]=[C:13]([NH:15][C:16]([C:18]2[CH:19]=[CH:20][C:21]([OH:24])=[CH:22][CH:23]=2)=[O:17])[CH:12]=[CH:11][N:10]=1)[C:2]1[CH:7]=[CH:6][CH:5]=[CH:4][CH:3]=1 |f:1.2|. Procedure: Rf value: 0.58 (silica gel; methylene chloride/methanol=9:1) by hydrogenation of 4-[(2-benzylamino-6-chloro-4-pyridyl)aminocarbonyl]-1-benzyloxy-benzene at ambient temperature. Reactants: [Br-], C1CCOC1, CON(C)C(=O)c1cn(Cc2cccc(Br)n2)c2ccccc2c1=O, COc1ccc([Mg+])cc1F. The product is COc1ccc(C(=O)c2cn(Cc3cccc(Br)n3)c3ccccc3c2=O)cc1F. RXN SMILES: [Br-:26].[CH2:37]1[O:38][CH2:39][CH2:40][CH2:41]1.[CH3:1][O:2][N:3]([C:4](=[O:5])[c:6]1[cH:7][n:8]([CH2:17][c:18]2[n:19][c:20]([Br:24])[cH:21][cH:22][cH:23]2)[c:9]2[cH:10][cH:11][cH:12][cH:13][c:14]2[c:15]1=[O:16])[CH3:25].[F:27][c:28]1[cH:29][c:30]([Mg+:36])[cH:31][cH:32][c:33]1[O:34][CH3:35]>>[C:4](=[O:5])([c:6]1[cH:7][n:8]([CH2:17][c:18]2[n:19][c:20]([Br:24])[cH:21][cH:22][cH:23]2)[c:9]2[cH:10][cH:11][cH:12][cH:13][c:14]2[c:15]1=[O:16])[c:30]1[cH:29][c:28]([F:27])[c:33]([O:34][CH3:35])[cH:32][cH:31]1. Run at time 29.5 hour. The reactants are C(CCCCCCCCCCC)(=O)O.C([C@H](O)[C@@H](O)[C@H](O)CO)O (xylitol laurate), P(O)(O)(O)=O (Phosphoric acid), C(CCCCCCCCCCC)(=O)O (lauric acid), OC[C@H](O)[C@@H](O)[C@H](O)[C@H](O)CO (sorbitol), acid, [OH-].[Ca+2].[OH-] (calcium hydroxide), fatty acid. RXN SMILES: [C:1]([OH:14])(=[O:13])[CH2:2][CH2:3][CH2:4][CH2:5][CH2:6][CH2:7][CH2:8][CH2:9][CH2:10][CH2:11][CH3:12].C(O)[C@@H]([C@H]([C@@H](CO)O)O)O.C(O)(=O)CCCCCCCCCCC.[OH:39][CH2:40][C@@H:41]([C@H:43]([C@@H:45]([C@@H:47]([CH2:49][OH:50])[OH:48])[OH:46])[OH:44])[OH:42].P(=O)(O)(O)O.[OH-].[Ca+2].[OH-]>>[C:1]([OH:14])(=[O:13])[CH2:2][CH2:3][CH2:4][CH2:5][CH2:6][CH2:7][CH2:8][CH2:9][CH2:10][CH2:11][CH3:12].[OH:50][CH2:49][C@@H:47]([C@H:45]([C@@H:43]([C@@H:41]([CH2:40][OH:39])[OH:42])[OH:44])[OH:46])[OH:48] |f:0.1,5.6.7,8.9|. Yields the product C(CCCCCCCCCCC)(=O)O.OC[C@H](O)[C@@H](O)[C@H](O)[C@H](O)CO (Sorbitol laurate). Reported procedure: Sorbitol laurate was prepared in a similar manner as xylitol laurate. In this case, 600.76 grams of lauric acid and 776.01 grams of sorbitol were added to a round bottom flask. Phosphoric acid was used as the catalyst and 54.73 grams of 75% acid was added. A mechanical stirrer was used to provide the agitation and a heating mantle and temperature controller were used to control the temperature. The temperature of the reaction was set at 160° C. The reaction was stopped after 29.5 hours and the f... The reactants are C(C(=O)Cl)(=O)Cl (Oxalyl chloride), COC1=CC=C(CN2N=CC(=C2)C(=O)O)C=C1 (1-(4-methoxybenzyl)-1H-pyrazole-4-carboxylic acid), acyl chloride, N (ammonia), O (water). Reagents/catalysts: CN(C)C=O (DMF). Solvent: C(Cl)Cl (DCM). Conditions: time 30 minute. Yields the product COC1=CC=C(CN2N=CC(=C2)C(=O)N)C=C1 (1-(4-methoxybenzyl)-1H-pyrazole-4-carboxamide). Yield: 96.0%. RXN SMILES: C(Cl)(=O)C(Cl)=O.[CH3:7][O:8][C:9]1[CH:23]=[CH:22][C:12]([CH2:13][N:14]2[CH:18]=[C:17]([C:19](O)=[O:20])[CH:16]=[N:15]2)=[CH:11][CH:10]=1.[NH3:24].O>CN(C=O)C.C(Cl)Cl>[CH3:7][O:8][C:9]1[CH:23]=[CH:22][C:12]([CH2:13][N:14]2[CH:18]=[C:17]([C:19]([NH2:24])=[O:20])[CH:16]=[N:15]2)=[CH:11][CH:10]=1. Procedure details: According to Scheme 1 Step 3: Oxalyl chloride (227 mmol, 19.5 mL) and three drops of DMF were added to a solution of 1-(4-methoxybenzyl)-1H-pyrazole-4-carboxylic acid (114 mmol, 26.4 g) in DCM (227 mL). The reaction mixture was stirred for 30 minutes at room temperature. After evaporation of the solvent, dry DCM (100 mL) was added to the crude residue. The acyl chloride solution was then added at 0° C. to a solution of ammonia in water (454 mmol, 23.4 g) and the reaction mixture was stirred over... Reactants: BrC=1C=CC(=NC1)Cl (5-bromo-2-chloropyridine), O (water), C(=O)(OC(C)(C)C)N[C@@H](CC1=CC=C(C=C1)O)C(=O)O (N-Boc-L-Tyrosine), KOBu-t, ClC1=CC=NC2=CC=CC=C12 (4-chloroquinoline). Solvent: CS(=O)C (DMSO). Run at time 15 minute. Yields the product N1=CC=C(C2=CC=CC=C12)OC1=CC=C(C=C1)C[C@@H](C(=O)O)NC(=O)OC(C)(C)C ((S)-3-[4-(quinolin-4-yloxy)-phenyl]-2-tert-butoxycarbonylamino-propionic acid). The yield is 68.0%. As a reaction SMILES: [C:1]([NH:8][C@H:9]([C:18]([OH:20])=[O:19])[CH2:10][C:11]1[CH:16]=[CH:15][C:14]([OH:17])=[CH:13][CH:12]=1)([O:3][C:4]([CH3:7])([CH3:6])[CH3:5])=[O:2].Cl[C:22]1[C:31]2[C:26](=[CH:27][CH:28]=[CH:29][CH:30]=2)[N:25]=[CH:24][CH:23]=1.BrC1C=CC(Cl)=NC=1.O>CS(C)=O>[N:25]1[C:26]2[C:31](=[CH:30][CH:29]=[CH:28][CH:27]=2)[C:22]([O:17][C:14]2[CH:13]=[CH:12][C:11]([CH2:10][C@H:9]([NH:8][C:1]([O:3][C:4]([CH3:5])([CH3:7])[CH3:6])=[O:2])[C:18]([OH:20])=[O:19])=[CH:16][CH:15]=2)=[CH:23][CH:24]=1. Procedure details: N-Boc-L-Tyrosine (0.844 g, 3 mmol) and KOBu-t (0.727 g, 6.5 mmol) are dissolved in dry DMSO (2.9 mL) under argon atmosphere in a tightly closed glass reaction tube and stirred for 15 min, then 4-chloroquinoline (0.491 g, 3 mmol) is added. The mixture is stirred for 6 days at 30° C. When only traces of 5-bromo-2-chloropyridine are detected (LC-MS control), the reaction mixture is poured into water (40 mL) and the aqueous phase is washed with diethyl ether (2×20 mL). The pH of aqueous phase is adj... Reactants: C(C)N=C=O (ethyl isocyanate), NCC=1C(=NC(=CC1OCC1=CC=C(C=C1)C1=C(C=CC=C1)C=1N=NN(N1)C(C1=CC=CC=C1)(C1=CC=CC=C1)C1=CC=CC=C1)C)C (3-aminomethyl-2,6-dimethyl-4-[(2'-(2-triphenylmethyl-2H-tetrazol-5-yl)biphenyl-4-yl)methoxy]pyridine). Solvent: ClCCl (dichloromethane). Conditions: time 2 hour. Yields the product CC1=NC(=CC(=C1CNC(=O)NCC)OCC1=CC=C(C=C1)C1=C(C=CC=C1)C=1N=NN(N1)C(C1=CC=CC=C1)(C1=CC=CC=C1)C1=CC=CC=C1)C (2,6-dimethyl-3-(ethylaminocarbonylamino)methyl-4-[(2'-(2-triphenylmethyl-2H-tetrazol-5-yl)biphenyl-4-yl)methoxy]pyridine). Yield: 86.1%. RXN SMILES: [CH2:1]([N:3]=[C:4]=[O:5])[CH3:2].[NH2:6][CH2:7][C:8]1[C:9]([CH3:53])=[N:10][C:11]([CH3:52])=[CH:12][C:13]=1[O:14][CH2:15][C:16]1[CH:21]=[CH:20][C:19]([C:22]2[CH:27]=[CH:26][CH:25]=[CH:24][C:23]=2[C:28]2[N:29]=[N:30][N:31]([C:33]([C:46]3[CH:51]=[CH:50][CH:49]=[CH:48][CH:47]=3)([C:40]3[CH:45]=[CH:44][CH:43]=[CH:42][CH:41]=3)[C:34]3[CH:39]=[CH:38][CH:37]=[CH:36][CH:35]=3)[N:32]=2)=[CH:18][CH:17]=1>ClCCl>[CH3:53][C:9]1[C:8]([CH2:7][NH:6][C:4]([NH:3][CH2:1][CH3:2])=[O:5])=[C:13]([O:14][CH2:15][C:16]2[CH:17]=[CH:18][C:19]([C:22]3[CH:27]=[CH:26][CH:25]=[CH:24][C:23]=3[C:28]3[N:29]=[N:30][N:31]([C:33]([C:40]4[CH:41]=[CH:42][CH:43]=[CH:44][CH:45]=4)([C:46]4[CH:51]=[CH:50][CH:49]=[CH:48][CH:47]=4)[C:34]4[CH:39]=[CH:38][CH:37]=[CH:36][CH:35]=4)[N:32]=3)=[CH:20][CH:21]=2)[CH:12]=[C:11]([CH3:52])[N:10]=1. Procedure: (Example 51A): A solution of ethyl isocyanate (71 mg) and 3-aminomethyl-2,6-dimethyl-4-[(2'-(2-triphenylmethyl-2H-tetrazol-5-yl)biphenyl-4-yl)methoxy]pyridine (628 mg) in dichloromethane (15 ml) was left to stand for 2 hours. The solvent was removed by evaporation and the residue was purified by flash chromatography, eluting with methanol/dichloromethane (7:93 v/v), to give 2,6-dimethyl-3-(ethylaminocarbonylamino)methyl-4-[(2'-(2-triphenylmethyl-2H-tetrazol-5-yl)biphenyl-4-yl)methoxy]pyridine (6... Yields the product N#Cc1cccc(C=Cc2cc(Cl)cnc2N)c1. Reaction SMILES: [Br:1][c:2]1[c:3]([NH2:9])[n:4][cH:5][c:6]([Cl:8])[cH:7]1.[C:10](#[N:11])[c:12]1[cH:13][c:14]([CH:15]=[CH2:16])[cH:17][cH:18][cH:19]1>>[c:2]1([CH:16]=[CH:15][c:14]2[cH:13][c:12]([C:10]#[N:11])[cH:19][cH:18][cH:17]2)[c:3]([NH2:9])[n:4][cH:5][c:6]([Cl:8])[cH:7]1. Reactants: Nc1ncc(Cl)cc1Br, C=Cc1cccc(C#N)c1. Starting materials: IC1=CC=C(C=C1)C (1-iodo-4-methylbenzene), C(#C)C1=C(C=CC=C1)NC(C)=O (N-(2-ethynylphenyl)acetamide). The product is C1(=CC=C(C=C1)C=1N(C2=CC=CC=C2C1)C(C)=O)C (1-(2-p-tolyl-1H-indol-1-yl)ethanone). The yield is 57.0%. As a reaction SMILES: I[C:2]1[CH:7]=[CH:6][C:5]([CH3:8])=[CH:4][CH:3]=1.[C:9]([C:11]1[CH:16]=[CH:15][CH:14]=[CH:13][C:12]=1[NH:17][C:18](=[O:20])[CH3:19])#[CH:10]>>[C:5]1([CH3:8])[CH:6]=[CH:7][C:2]([C:10]2[N:17]([C:18](=[O:20])[CH3:19])[C:12]3[C:11]([CH:9]=2)=[CH:16][CH:15]=[CH:14][CH:13]=3)=[CH:3][CH:4]=1. Procedure details: The general procedure was used to convert 1-iodo-4-methylbenzene and N-(2-ethynylphenyl)acetamide to the title product. Purification by flash chromatography gave the analytically pure product as a white solid, 57% yield. 1H NMR (300 MHz, DMSO) δ 8.24-8.22 (d, J=8.2, 1H), 7.61-7.59 (d, J=6.3, 1H), 7.43-7.40 (d, J=8.0, 2H), 7.36-7.24 (m, 4H), 6.71 (s, 1H), 2.37 (s, 3H), 2.07 (s, 3H). 13C NMR (75 MHz, DMSO) δ 171.94, 140.70, 138.95, 137.81, 131.53, 130.12, 129.67, 129.64, 125.44, 124.26, 121.31, 11... The reactants are CC1=C(N2C(S1)=NC=C2C(=O)\C=C\C2=CC=CC=C2)C (2,3-Dimethyl-α-(2-phenyl-E-ethenyl)imidazo[2,1-b]thiazole-5-methanone), C1CCOC1 (THF), [BH4-].[Na+] (NaBH4). Solvent: C(C)O (ethanol), C(C)O (ethanol). Yields the product CC1=C(N2C(S1)=NC=C2C(O)C=CC2=CC=CC=C2)C (2,3-Dimethyl-α-(2-phenylethenyl)imidazo[2,1-b]thiazole-5-methanol). Reaction SMILES: [CH3:1][C:2]1[S:6][C:5]2=[N:7][CH:8]=[C:9]([C:10](/[CH:12]=[CH:13]/[C:14]3[CH:19]=[CH:18][CH:17]=[CH:16][CH:15]=3)=[O:11])[N:4]2[C:3]=1[CH3:20].C1COCC1.[BH4-].[Na+]>C(O)C>[CH3:1][C:2]1[S:6][C:5]2=[N:7][CH:8]=[C:9]([CH:10]([CH:12]=[CH:13][C:14]3[CH:19]=[CH:18][CH:17]=[CH:16][CH:15]=3)[OH:11])[N:4]2[C:3]=1[CH3:20] |f:2.3|. Procedure details: A solution of 2,3-Dimethyl-α-(2-phenyl-E-ethenyl)imidazo[2,1-b]thiazole-5-methanone (FIG. D-2) (0.34 g) in 1:1 ethanol:THF (40 mL) was treated with a solution of NaBH4 (0.35 g) in ethanol (5 mL). The solution was reacted for 2.5 hours, evaporated in vacuo, and the residue was diluted with water. The precipitated 2,3-Dimethyl-α-(2-phenylethenyl)imidazo[2,1-b]thiazole-5-methanol (FIG. D-5) was extracted into ethyl acetate, the extract was dried and evaporated to a viscous residue. The residue was ...